Dataset: the Open Reaction Database (ORD), a public repository of structured organic reaction records. Task: describe an organic reaction: reactants, conditions, products, and yield The reactants are COc1ccc(C)cc1N, FC(F)(F)c1cc(Cl)nc(-c2cccnc2)n1. Yields the product COc1ccc(C)cc1Nc1cc(C(F)(F)F)nc(-c2cccnc2)n1. RXN SMILES: [CH3:18][O:19][c:20]1[c:21]([NH2:22])[cH:23][c:24]([CH3:27])[cH:25][cH:26]1.[Cl:1][c:2]1[n:3][c:4](-[c:12]2[cH:13][n:14][cH:15][cH:16][cH:17]2)[n:5][c:6]([C:8]([F:9])([F:10])[F:11])[cH:7]1>>[c:2]1([NH:22][c:21]2[c:20]([O:19][CH3:18])[cH:26][cH:25][c:24]([CH3:27])[cH:23]2)[n:3][c:4](-[c:12]2[cH:13][n:14][cH:15][cH:16][cH:17]2)[n:5][c:6]([C:8]([F:9])([F:10])[F:11])[cH:7]1. RXN SMILES: [C:8]([c:9]1[cH:10][cH:11][cH:12][cH:13][cH:14]1)(=[O:15])[Cl:16].[S:1]([CH2:2][CH2:3][OH:4])[CH2:5][CH2:6][OH:7].[cH:17]1[cH:18][cH:19][n:20][cH:21][cH:22]1>>[S:1]([CH2:2][CH2:3][O:4][C:8]([c:9]1[cH:10][cH:11][cH:12][cH:13][cH:14]1)=[O:15])[CH2:5][CH2:6][OH:7]. Starting materials: O=C(Cl)c1ccccc1, OCCSCCO, c1ccncc1. Yields the product O=C(OCCSCCO)c1ccccc1.